From a dataset of the Open Reaction Database (ORD), a public repository of structured organic reaction records. describe an organic reaction: reactants, conditions, products, and yield Starting materials: BrCCCCCBr, CCCC[N+](CCCC)(CCCC)CCCC, COc1ccc(CCO)cc1, [Na+], [OH-], O, O=S(=O)([O-])O. Yields the product COc1ccc(CCOCCCCCBr)cc1. Reaction SMILES: [Br:12][CH2:13][CH2:14][CH2:15][CH2:16][CH2:17][Br:18].[CH2:26]([N+:27]([CH2:28][CH2:29][CH2:30][CH3:31])([CH2:32][CH2:33][CH2:34][CH3:35])[CH2:36][CH2:37][CH2:38][CH3:39])[CH2:40][CH2:41][CH3:42].[CH3:1][O:2][c:3]1[cH:4][cH:5][c:6]([CH2:9][CH2:10][OH:11])[cH:7][cH:8]1.[Na+:20].[OH-:19].[OH2:43].[S:21](=[O:22])(=[O:23])([OH:24])[O-:25]>>[CH3:1][O:2][c:3]1[cH:4][cH:5][c:6]([CH2:9][CH2:10][O:11][CH2:17][CH2:16][CH2:15][CH2:14][CH2:13][Br:12])[cH:7][cH:8]1. Reactants: C=CCC1(C=COC2CCCCO2)c2ccccc2CCc2ccccc21, C1CCOC1, Cl, [Na+], O=C([O-])O. Product: C=CCC1(CC=O)c2ccccc2CCc2ccccc21. Reaction SMILES: [CH2:1]([CH:2]=[CH2:3])[C:4]1([CH:19]=[CH:20][O:21][CH:22]2[CH2:23][CH2:24][CH2:25][CH2:26][O:27]2)[c:5]2[c:6]([cH:15][cH:16][cH:17][cH:18]2)[CH2:7][CH2:8][c:9]2[c:10]1[cH:11][cH:12][cH:13][cH:14]2.[CH2:34]1[O:35][CH2:36][CH2:37][CH2:38]1.[ClH:28].[Na+:33].[O-:29][C:30]([OH:31])=[O:32]>>[CH2:1]([CH:2]=[CH2:3])[C:4]1([CH2:19][CH:20]=[O:21])[c:5]2[c:6]([cH:15][cH:16][cH:17][cH:18]2)[CH2:7][CH2:8][c:9]2[c:10]1[cH:11][cH:12][cH:13][cH:14]2. Reactants: CC(C)(C)[O-], c1ccc(-c2ccccc2P(C2CCCCC2)C2CCCCC2)cc1, COc1cc(Cl)ccn1, [Na+], CC(=O)[O-], CC(=O)[O-], C1CC2(CCN1)OCCO2, C1COCCO1, [Pd+2]. Yields the product COc1cc(N2CCC3(CC2)OCCO3)ccn1. RXN SMILES: [CH3:45][C:46]([CH3:47])([O-:48])[CH3:49].[CH:1]1([P:2]([CH:3]2[CH2:4][CH2:5][CH2:6][CH2:7][CH2:8]2)[c:9]2[cH:10][cH:11][cH:12][cH:13][c:14]2-[c:15]2[cH:16][cH:17][cH:18][cH:19][cH:20]2)[CH2:21][CH2:22][CH2:23][CH2:24][CH2:25]1.[Cl:26][c:27]1[cH:28][c:29]([O:33][CH3:34])[n:30][cH:31][cH:32]1.[Na+:50].[O-:58][C:59]([CH3:60])=[O:61].[O-:62][C:63]([CH3:64])=[O:65].[O:35]1[CH2:36][CH2:37][O:38][C:39]12[CH2:40][CH2:41][NH:42][CH2:43][CH2:44]2.[O:51]1[CH2:52][CH2:53][O:54][CH2:55][CH2:56]1.[Pd+2:57]>>[c:27]1([N:42]2[CH2:41][CH2:40][C:39]3([O:35][CH2:36][CH2:37][O:38]3)[CH2:44][CH2:43]2)[cH:28][c:29]([O:33][CH3:34])[n:30][cH:31][cH:32]1. The reactants are [N+](=[N-])=C1C(NC2=CC=CC=C12)=O (3-diazo-oxindole), C(C#C)(=O)OCCCC (n-butyl propiolate). The solvent is C=1(C(=CC=CC1)C)C (xylene). The product is O=C1NC=2C=CC=CC2C=2N1N=C(C2)C(=O)OCCCC (5,6-Dihydro-5-oxopyrazolo[1,5-c]-quinazoline-2-carboxylic acid, n-butyl ester). Reaction SMILES: [N+:1](=[C:3]1[C:11]2[C:6](=[CH:7][CH:8]=[CH:9][CH:10]=2)[NH:5][C:4]1=[O:12])=[N-:2].[C:13]([O:17][CH2:18][CH2:19][CH2:20][CH3:21])(=[O:16])[C:14]#[CH:15]>C1(C)C(C)=CC=CC=1>[O:12]=[C:4]1[N:1]2[N:2]=[C:14]([C:13]([O:17][CH2:18][CH2:19][CH2:20][CH3:21])=[O:16])[CH:15]=[C:3]2[C:11]2[CH:10]=[CH:9][CH:8]=[CH:7][C:6]=2[NH:5]1. Procedure: 2.0 g (0.126 mole) of 3-diazo-oxindole is taken up in xylene (85 ml), treated with 1.2 equivalents of n-butyl propiolate (1.9 g) and refluxed under a stream of nitrogen for 17 hours in an oil bath. The light coral-colored precipitates that form are cooled and filtered off and washed with ether. Yield: 3.0 g, m.p. 190°-195°; 83.57% crude yield. The crude product is taken up in boiling absolute ethanol (250 ml), treated with activated carbon, filtered and concentrated down on a steam bath to a vol... Starting materials: O=C([O-])[O-], CN(C)C=O, O=C(NCC(F)(F)F)C1(CCCCBr)c2ccccc2-c2ccccc21, [K+], [K+], O, c1ccc(N2CCNCC2)cc1. Product: O=C(NCC(F)(F)F)C1(CCCCN2CCN(c3ccccc3)CC2)c2ccccc2-c2ccccc21. As a reaction SMILES: [C:39](=[O:40])([O-:41])[O-:42].[CH3:46][N:47]([CH3:48])[CH:49]=[O:50].[F:1][C:2]([CH2:3][NH:4][C:5](=[O:6])[C:7]1([CH2:20][CH2:21][CH2:22][CH2:23][Br:24])[c:8]2[cH:9][cH:10][cH:11][cH:12][c:13]2-[c:14]2[cH:15][cH:16][cH:17][cH:18][c:19]21)([F:25])[F:26].[K+:43].[K+:44].[OH2:45].[c:27]1([N:33]2[CH2:34][CH2:35][NH:36][CH2:37][CH2:38]2)[cH:28][cH:29][cH:30][cH:31][cH:32]1>>[F:1][C:2]([CH2:3][NH:4][C:5](=[O:6])[C:7]1([CH2:20][CH2:21][CH2:22][CH2:23][N:36]2[CH2:35][CH2:34][N:33]([c:27]3[cH:28][cH:29][cH:30][cH:31][cH:32]3)[CH2:38][CH2:37]2)[c:8]2[cH:9][cH:10][cH:11][cH:12][c:13]2-[c:14]2[cH:15][cH:16][cH:17][cH:18][c:19]21)([F:25])[F:26].